This data is from the Open Reaction Database (ORD), a public repository of structured organic reaction records. The task is: describe an organic reaction: reactants, conditions, products, and yield Reactants: N1C=NC=C1 (imidazole), ClC=1N=C(C2=C(N1)SC(=C2)CC)NCC2=CC1=C(C=C2)OCO1 (2-chloro-6-ethyl-4-(3,4-methylenedioxybenzylamino)-thieno-[2,3-d]-pyrimidine). The product is N1(C=NC=C1)C=1N=C(C2=C(N1)SC(=C2)CC)NCC2=CC1=C(C=C2)OCO1 (2-(imidazol-1-yl)-6-ethyl-4-(3,4-methylenedioxybenzylamino)-thieno-[2,3-d]-pyrimidine). RXN SMILES: [NH:1]1[CH:5]=[CH:4][N:3]=[CH:2]1.Cl[C:7]1[N:8]=[C:9]([NH:18][CH2:19][C:20]2[CH:25]=[CH:24][C:23]3[O:26][CH2:27][O:28][C:22]=3[CH:21]=2)[C:10]2[CH:15]=[C:14]([CH2:16][CH3:17])[S:13][C:11]=2[N:12]=1>>[N:1]1([C:7]2[N:8]=[C:9]([NH:18][CH2:19][C:20]3[CH:25]=[CH:24][C:23]4[O:26][CH2:27][O:28][C:22]=4[CH:21]=3)[C:10]3[CH:15]=[C:14]([CH2:16][CH3:17])[S:13][C:11]=3[N:12]=2)[CH:5]=[CH:4][N:3]=[CH:2]1. Procedure: Following the procedure of Example 97, the reaction of imidazole with 2-chloro-6-ethyl-4-(3,4-methylenedioxybenzylamino)-thieno-[2,3-d]-pyrimidine gives 2-(imidazol-1-yl)-6-ethyl-4-(3,4-methylenedioxybenzylamino)-thieno-[2,3-d]-pyrimidine. Reactants: C1CCOC1, CCOC(C)=O, Nc1ccc(CCO)cc1, Cc1cc(C(=O)Nc2cccc(C(=O)c3ccc4c(c3)NC(=O)C4=CO)c2)n(C)n1. Product: Cc1cc(C(=O)Nc2cccc(C(=O)c3ccc4c(c3)NC(=O)C4=CNc3ccc(CCO)cc3)c2)n(C)n1. Reaction SMILES: [CH2:31]1[O:32][CH2:33][CH2:34][CH2:35]1.[CH3:46][CH2:47][O:48][C:49]([CH3:50])=[O:51].[NH2:36][c:37]1[cH:38][cH:39][c:40]([CH2:43][CH2:44][OH:45])[cH:41][cH:42]1.[OH:1][CH:2]=[C:3]1[C:4](=[O:30])[NH:5][c:6]2[cH:7][c:8]([C:12](=[O:13])[c:14]3[cH:15][c:16]([NH:20][C:21](=[O:22])[c:23]4[n:24]([CH3:29])[n:25][c:26]([CH3:28])[cH:27]4)[cH:17][cH:18][cH:19]3)[cH:9][cH:10][c:11]21>>[CH:2](=[C:3]1[C:4](=[O:30])[NH:5][c:6]2[cH:7][c:8]([C:12](=[O:13])[c:14]3[cH:15][c:16]([NH:20][C:21](=[O:22])[c:23]4[n:24]([CH3:29])[n:25][c:26]([CH3:28])[cH:27]4)[cH:17][cH:18][cH:19]3)[cH:9][cH:10][c:11]21)[NH:36][c:37]1[cH:38][cH:39][c:40]([CH2:43][CH2:44][OH:45])[cH:41][cH:42]1. Reactants: Cl.C(C)(C)N(CCC)C1CSC2=CC=CC(=C2C1)C1=CC=CC=C1 (3-(N-Isopropyl-N-n-propylamino)-5-phenylthiochroman hydrochloride), ClC1=CC(=CC=C1)C(=O)OO (m-chloroperbenzoic acid). Solvent: C(Cl)(Cl)Cl (chloroform). The product is C(C)(C)N(CCC)C1CS(C2=CC=CC(=C2C1)C1=CC=CC=C1)=O (3-(N-Isopropyl-N-n-propylamino)-5-phenyl-1-oxothiochroman). Reaction SMILES: Cl.[CH:2]([N:5]([CH:9]1[CH2:18][C:17]2[C:12](=[CH:13][CH:14]=[CH:15][C:16]=2[C:19]2[CH:24]=[CH:23][CH:22]=[CH:21][CH:20]=2)[S:11][CH2:10]1)[CH2:6][CH2:7][CH3:8])([CH3:4])[CH3:3].ClC1C=CC=C(C(OO)=[O:33])C=1>C(Cl)(Cl)Cl>[CH:2]([N:5]([CH:9]1[CH2:18][C:17]2[C:12](=[CH:13][CH:14]=[CH:15][C:16]=2[C:19]2[CH:24]=[CH:23][CH:22]=[CH:21][CH:20]=2)[S:11](=[O:33])[CH2:10]1)[CH2:6][CH2:7][CH3:8])([CH3:3])[CH3:4] |f:0.1|. Procedure: 3-(N-Isopropyl-N-n-propylamino)-5-phenylthiochroman hydrochloride (310 mg, 0.86 mmol) was dissolved in 6 mL chloroform and to the cooled solution (ice-bath) was m-chloroperbenzoic acid (348 mg, 1.72 mmol) added in one portion. The reactants are COC(=O)C=1N(C(C2=CC=C(C=C2C1C1=CC=CC=C1)Cl)=O)N (2-amino-6-chloro-1-oxo-4-phenyl-1,2-dihydroisoquinoline-3-carboxylic acid methyl ester), C(CC)=O (propionaldehyde), powder. Product: COC(=O)C=1N(C(C2=CC=C(C=C2C1C1=CC=CC=C1)Cl)=O)N=CCC (6-chloro-1-oxo-4-phenyl-2-propylidenamino-1,2-dihydroisoquinoline-3-carboxylic acid methyl ester). As a reaction SMILES: [CH3:1][O:2][C:3]([C:5]1[N:6]([NH2:23])[C:7](=[O:22])[C:8]2[C:13]([C:14]=1[C:15]1[CH:20]=[CH:19][CH:18]=[CH:17][CH:16]=1)=[CH:12][C:11]([Cl:21])=[CH:10][CH:9]=2)=[O:4].[CH:24](=O)[CH2:25][CH3:26]>>[CH3:1][O:2][C:3]([C:5]1[N:6]([N:23]=[CH:24][CH2:25][CH3:26])[C:7](=[O:22])[C:8]2[C:13]([C:14]=1[C:15]1[CH:20]=[CH:19][CH:18]=[CH:17][CH:16]=1)=[CH:12][C:11]([Cl:21])=[CH:10][CH:9]=2)=[O:4]. Procedure: The present compound was synthesized by a method similar to that in Example 210 and using 2-amino-6-chloro-1-oxo-4-phenyl-1,2-dihydroisoquinoline-3-carboxylic acid methyl ester (210 mg) and propionaldehyde. A colorless powder (120 mg).